From a dataset of the Open Reaction Database (ORD), a public repository of structured organic reaction records. describe an organic reaction: reactants, conditions, products, and yield Starting materials: ClC=1C=CC=2CC3=C(NC(C=4N3C=CN4)=O)C2C1 (7-Chloro-5H,10H-imidazo[1,2-a]indeno[1,2-e]-pyrazin-4-one), 1-[2-(6-chloro-1-oxoindanyl)]imidazole-2-carboxamide, C (charcoal). Solvent: CO (methanol). Reaction conditions: time 3 hour. Yields the product Cl.ClC=1C=CC=2CC3=C(NC(C=4N3C=CN4)=O)C2C1 (7-chloro-5H,10H-imidazo-[1,2-a]indeno(1,2-e]pyrazin-4-one hydrochloride). RXN SMILES: [Cl:1][C:2]1[CH:3]=[CH:4][C:5]2[CH2:6][C:7]3[N:12]4[CH:13]=[CH:14][N:15]=[C:11]4[C:10](=[O:16])[NH:9][C:8]=3[C:17]=2[CH:18]=1.C>CO>[ClH:1].[Cl:1][C:2]1[CH:3]=[CH:4][C:5]2[CH2:6][C:7]3[N:12]4[CH:13]=[CH:14][N:15]=[C:11]4[C:10](=[O:16])[NH:9][C:8]=3[C:17]=2[CH:18]=1 |f:3.4|. Procedure details: 7-Chloro-5H,10H-imidazo[1,2-a]indeno[1,2-e]-pyrazin-4-one may be prepared in the following way: 1 g of 1-[2-(6-chloro-1-oxoindanyl)]imidazole-2-carboxamide is dissolved in 50 ml of boiling methanol and, after addition of 0.1 g of decolorizing charcoal, the solution is filtered. The filter is washed with 25 ml of boiling methanol, then the filtrate and the washing are combined, 15 ml of aqueous 12N hydrochloric acid solution are added and the mixture is stored for 3 hours at 5° C. The crystals ar... Starting materials: [BH3-]C#N, CC(C)CC(=O)C(=O)O, CC(N)C(=O)NC(Cc1c[nH]c2ccccc12)C(=O)O, [Na+], [Na], O. Product: CC(C)CC(NC(C)C(=O)NC(Cc1c[nH]c2ccccc12)C(=O)O)C(=O)O. Reaction SMILES: [C:31]([BH3-:32])#[N:33].[CH3:2][CH:3]([CH3:4])[CH2:5][C:6](=[O:7])[C:8]([OH:9])=[O:10].[NH2:11][CH:12]([CH3:13])[C:14](=[O:15])[NH:16][CH:17]([CH2:18][c:19]1[cH:20][nH:21][c:22]2[cH:23][cH:24][cH:25][cH:26][c:27]12)[C:28](=[O:29])[OH:30].[Na+:34].[Na:1].[OH2:35]>>[CH3:2][CH:3]([CH3:4])[CH2:5][CH:6]([C:8]([OH:9])=[O:10])[NH:11][CH:12]([CH3:13])[C:14](=[O:15])[NH:16][CH:17]([CH2:18][c:19]1[cH:20][nH:21][c:22]2[cH:23][cH:24][cH:25][cH:26][c:27]12)[C:28](=[O:29])[OH:30]. RXN SMILES: [CH3:26][CH2:27][OH:28].[Cl:16][N:17]1[C:18](=[O:19])[CH2:20][CH2:21][C:22]1=[O:23].[NH2:1][c:2]1[n:3][c:4]([N:13]([CH3:14])[CH3:15])[cH:5][c:6]([NH:9][CH2:10][CH2:11][CH3:12])[n+:7]1[O-:8].[Na+:25].[OH-:24].[OH2:29]>>[NH2:1][c:2]1[n:3][c:4]([N:13]([CH3:14])[CH3:15])[c:5]([Cl:16])[c:6]([NH:9][CH2:10][CH2:11][CH3:12])[n+:7]1[O-:8]. The reactants are CCO, O=C1CCC(=O)N1Cl, CCCNc1cc(N(C)C)nc(N)[n+]1[O-], [Na+], [OH-], O. The product is CCCNc1c(Cl)c(N(C)C)nc(N)[n+]1[O-]. Starting materials: CCOC(=O)C(CC(F)(F)CC(C)C1CCC2C3CC=C4CC(OC5CCCCO5)CCC4(C)C3CCC12C)C(=O)OCC, COCCOC, O=C1CCC(=O)N1Cl, [H-], [Na+]. RXN SMILES: [CH2:1]([CH3:2])[O:3][C:4]([CH:5]([C:6](=[O:7])[O:8][CH2:9][CH3:10])[CH2:11][C:12]([CH2:13][CH:14]([CH3:15])[CH:16]1[CH2:17][CH2:18][CH:19]2[CH:20]3[CH2:21][CH:22]=[C:23]4[CH2:24][CH:25]([O:35][CH:36]5[O:37][CH2:38][CH2:39][CH2:40][CH2:41]5)[CH2:26][CH2:27][C:28]4([CH3:29])[CH:30]3[CH2:31][CH2:32][C:33]12[CH3:34])([F:42])[F:43])=[O:44].[CH2:55]([CH2:56][O:57][CH3:58])[O:59][CH3:60].[Cl:47][N:48]1[C:49](=[O:50])[CH2:51][CH2:52][C:53]1=[O:54].[H-:45].[Na+:46]>>[CH2:1]([CH3:2])[O:3][C:4]([C:5]([C:6](=[O:7])[O:8][CH2:9][CH3:10])([CH2:11][C:12]([CH2:13][CH:14]([CH3:15])[CH:16]1[CH2:17][CH2:18][CH:19]2[CH:20]3[CH2:21][CH:22]=[C:23]4[CH2:24][CH:25]([O:35][CH:36]5[O:37][CH2:38][CH2:39][CH2:40][CH2:41]5)[CH2:26][CH2:27][C:28]4([CH3:29])[CH:30]3[CH2:31][CH2:32][C:33]12[CH3:34])([F:42])[F:43])[Cl:47])=[O:44]. Yields the product CCOC(=O)C(Cl)(CC(F)(F)CC(C)C1CCC2C3CC=C4CC(OC5CCCCO5)CCC4(C)C3CCC12C)C(=O)OCC. The reactants are B, CCOC(=O)c1c(C)nn2c(CC)ccc2c1-c1ccc(C(=O)O)c(Br)c1, C1CCOC1, C1CCOC1. The product is CCOC(=O)c1c(C)nn2c(CC)ccc2c1-c1ccc(CO)c(Br)c1. Reaction SMILES: [BH3:33].[Br:1][c:2]1[c:3]([C:4](=[O:5])[OH:6])[cH:7][cH:8][c:9](-[c:11]2[c:12]3[n:13]([n:14][c:15]([CH3:22])[c:16]2[C:17](=[O:18])[O:19][CH2:20][CH3:21])[c:23]([CH2:26][CH3:27])[cH:24][cH:25]3)[cH:10]1.[O:28]1[CH2:29][CH2:30][CH2:31][CH2:32]1.[O:34]1[CH2:35][CH2:36][CH2:37][CH2:38]1>>[Br:1][c:2]1[c:3]([CH2:4][OH:5])[cH:7][cH:8][c:9](-[c:11]2[c:12]3[n:13]([n:14][c:15]([CH3:22])[c:16]2[C:17](=[O:18])[O:19][CH2:20][CH3:21])[c:23]([CH2:26][CH3:27])[cH:24][cH:25]3)[cH:10]1. The product is COC(=O)C(CC(=CCCc1ccc2c(c1)C(C)(C)CCC2(C)C)c1cccc(C(F)(F)F)c1)C(=O)OC. RXN SMILES: [C:12]([O:13][CH2:16][C:17](=[CH:18][CH2:19][CH2:20][c:21]1[cH:22][c:23]2[c:28]([cH:29][cH:30]1)[C:27]([CH3:31])([CH3:32])[CH2:26][CH2:25][C:24]2([CH3:33])[CH3:34])[c:35]1[cH:36][c:37]([C:41]([F:42])([F:43])[F:44])[cH:38][cH:39][cH:40]1)(=[O:14])[CH3:15].[C:1]([CH2:2][C:3](=[O:4])[O:5][CH3:6])(=[O:7])[O:8][CH3:9].[CH2:64]1[O:65][CH2:66][CH2:67][CH2:68]1.[H-:10].[Na+:11].[c:45]1([P:46]([c:47]2[cH:48][cH:49][cH:50][cH:51][cH:52]2)[c:53]2[cH:54][cH:55][cH:56][cH:57][cH:58]2)[cH:59][cH:60][cH:61][cH:62][cH:63]1.[cH:69]1[cH:70][cH:71][c:72]([P:73]([Pd:74]([P:75]([c:76]2[cH:77][cH:78][cH:79][cH:80][cH:81]2)([c:82]2[cH:83][cH:84][cH:85][cH:86][cH:87]2)[c:88]2[cH:89][cH:90][cH:91][cH:92][cH:93]2)([P:94]([c:95]2[cH:96][cH:97][cH:98][cH:99][cH:100]2)([c:101]2[cH:102][cH:103][cH:104][cH:105][cH:106]2)[c:107]2[cH:108][cH:109][cH:110][cH:111][cH:112]2)[P:113]([c:114]2[cH:115][cH:116][cH:117][cH:118][cH:119]2)([c:120]2[cH:121][cH:122][cH:123][cH:124][cH:125]2)[c:126]2[cH:127][cH:128][cH:129][cH:130][cH:131]2)([c:132]2[cH:133][cH:134][cH:135][cH:136][cH:137]2)[c:138]2[cH:139][cH:140][cH:141][cH:142][cH:143]2)[cH:144][cH:145]1>>[C:1]([CH:2]([C:3](=[O:4])[O:5][CH3:6])[CH2:16][C:17](=[CH:18][CH2:19][CH2:20][c:21]1[cH:22][c:23]2[c:28]([cH:29][cH:30]1)[C:27]([CH3:31])([CH3:32])[CH2:26][CH2:25][C:24]2([CH3:33])[CH3:34])[c:35]1[cH:36][c:37]([C:41]([F:42])([F:43])[F:44])[cH:38][cH:39][cH:40]1)(=[O:7])[O:8][CH3:9]. The reactants are CC(=O)OCC(=CCCc1ccc2c(c1)C(C)(C)CCC2(C)C)c1cccc(C(F)(F)F)c1, COC(=O)CC(=O)OC, C1CCOC1, [H-], [Na+], c1ccc(P(c2ccccc2)c2ccccc2)cc1, c1ccc(P(c2ccccc2)(c2ccccc2)[Pd](P(c2ccccc2)(c2ccccc2)c2ccccc2)(P(c2ccccc2)(c2ccccc2)c2ccccc2)P(c2ccccc2)(c2ccccc2)c2ccccc2)cc1. The reactants are OC1(CCC(CC1)=O)C1=CN=CS1 (4-hydroxy-4-thiazol-5-yl-cyclohexanone), N1CC(C1)NC(=O)CNC(C1=CC(=CC(=C1)F)C(F)(F)F)=O (N-(azetidin-3-ylcarbamoylmethyl)-3-trifluoromethyl-5-fluoro-benzamide). Yields the product FC=1C=C(C(=O)NCC(NC2CN(C2)C2CCC(CC2)(C2=CN=CS2)O)=O)C=C(C1)C(F)(F)F (3-Fluoro-N-{[1-(4-hydroxy-4-thiazol-5-yl-cyclohexyl)-azetidin-3-ylcarbamoyl]-methyl}-5-trifluoromethyl-benzamide). Reaction SMILES: [OH:1][C:2]1([C:9]2[S:13][CH:12]=[N:11][CH:10]=2)[CH2:7][CH2:6][C:5](=O)[CH2:4][CH2:3]1.[NH:14]1[CH2:17][CH:16]([NH:18][C:19]([CH2:21][NH:22][C:23](=[O:35])[C:24]2[CH:29]=[C:28]([F:30])[CH:27]=[C:26]([C:31]([F:34])([F:33])[F:32])[CH:25]=2)=[O:20])[CH2:15]1>>[F:30][C:28]1[CH:29]=[C:24]([CH:25]=[C:26]([C:31]([F:34])([F:32])[F:33])[CH:27]=1)[C:23]([NH:22][CH2:21][C:19](=[O:20])[NH:18][CH:16]1[CH2:17][N:14]([CH:5]2[CH2:6][CH2:7][C:2]([OH:1])([C:9]3[S:13][CH:12]=[N:11][CH:10]=3)[CH2:3][CH2:4]2)[CH2:15]1)=[O:35]. Procedure: The title compounds were prepared as white solids from reductive amination of 4-hydroxy-4-thiazol-5-yl-cyclohexanone, as prepared in Example 40 Step B, and N-(azetidin-3-ylcarbamoylmethyl)-3-trifluoromethyl-5-fluoro-benzamide using the procedure described in Step E of Example 1. The reactants are CC(C)(C)OC(=O)NN, COC(=O)C(OCC=O)c1ccccc1, Cc1ccccc1. The product is COC(=O)C(OCC=NNC(=O)OC(C)(C)C)c1ccccc1. Reaction SMILES: [C:16]([NH:17][NH2:18])(=[O:19])[O:20][C:21]([CH3:22])([CH3:23])[CH3:24].[CH3:1][O:2][C:3]([CH:4]([c:5]1[cH:6][cH:7][cH:8][cH:9][cH:10]1)[O:11][CH2:12][CH:13]=[O:14])=[O:15].[CH3:25][c:26]1[cH:27][cH:28][cH:29][cH:30][cH:31]1>>[CH3:1][O:2][C:3]([CH:4]([c:5]1[cH:6][cH:7][cH:8][cH:9][cH:10]1)[O:11][CH2:12][CH:13]=[N:18][NH:17][C:16](=[O:19])[O:20][C:21]([CH3:22])([CH3:23])[CH3:24])=[O:15]. Reported procedure: Using the procedure of Stage 1 of Example 1, 8 ml of ammonium hydroxide, 1.58 g of ammonium chloride and 1.23 g of sodium cyanide were reacted and 2.5 ml of 1-methylpiperidone were added. The mixture was stirred for 18 hours at ambient temperature, followed by extraction r3 times with chloroform. The organic phase was washed with salt water and dried to obtain 2.41 g of the expected product (orange-yellow syrup). Yields the product NC1(CCN(CC1)C)C#N (4-amino-1-methyl-piperidine-4-carbonitrile). Starting materials: [OH-].[NH4+] (ammonium hydroxide), CN1C(CCCC1)=O (1-methylpiperidone), [Cl-].[NH4+] (ammonium chloride), [C-]#N.[Na+] (sodium cyanide). Run at time 18 hour. RXN SMILES: [OH-].[NH4+:2].[Cl-].[NH4+:4].[C-:5]#N.[Na+].[CH3:8][N:9]1[CH2:14][CH2:13][CH2:12][CH2:11][C:10]1=O>>[NH2:2][C:12]1([C:5]#[N:4])[CH2:13][CH2:14][N:9]([CH3:8])[CH2:10][CH2:11]1 |f:0.1,2.3,4.5|. Starting materials: C[S-], CN(C)C=O, Cc1c(C(=O)O)ccc(C(F)(F)F)c1F, [H-], [Na+], [Na+], O. Product: CSc1c(C(F)(F)F)ccc(C(=O)O)c1C. RXN SMILES: [CH3:18][S-:19].[CH3:22][N:23]([CH3:24])[CH:25]=[O:26].[F:1][c:2]1[c:3]([CH3:15])[c:4]([C:5](=[O:6])[OH:7])[cH:8][cH:9][c:10]1[C:11]([F:12])([F:13])[F:14].[H-:17].[Na+:16].[Na+:20].[OH2:21]>>[c:2]1([S:19][CH3:18])[c:3]([CH3:15])[c:4]([C:5](=[O:6])[OH:7])[cH:8][cH:9][c:10]1[C:11]([F:12])([F:13])[F:14].